From a dataset of the Open Reaction Database (ORD), a public repository of structured organic reaction records. describe an organic reaction: reactants, conditions, products, and yield Starting materials: CC[O-], CCO, O=[N+]([O-])c1cc[n+]([O-])cc1, [Na+]. Yields the product CCOc1cc[n+]([O-])cc1. RXN SMILES: [CH3:12][CH2:13][O-:14].[CH3:15][CH2:16][OH:17].[N+:1]([O-:2])(=[O:3])[c:4]1[cH:5][cH:6][n+:7]([O-:10])[cH:8][cH:9]1.[Na+:11]>>[c:4]1([O:14][CH2:13][CH3:12])[cH:5][cH:6][n+:7]([O-:10])[cH:8][cH:9]1. Reactants: N1(C=NC=C1)C(C(C)C)C1=CC(=C(C=C1)NC(CC(C1=CC=CC=C1)=O)=O)[N+](=O)[O-] (N-[4-[1-(1H-imidazol-1-yl)-2-methylpropyl]-2-nitrophenyl]-β-oxobenzenepropanamide), C([O-])([O-])=O.[K+].[K+] (potassium carbonate), Cl (hydrochloric acid). Solvent: O (water). Conditions: time 1.5 hour. The product is C(C1=CC=CC=C1)(=O)C=1C(NC2=CC=C(C=C2N1)C(C(C)C)N1C=NC=C1)=O (3-benzoyl-6-[1-(1H-imidazol-1-yl)-2-methylpropyl]-2(1H)-quinoxalinone), oxide monohydrate. The yield is 73.0%. RXN SMILES: [N:1]1([CH:6]([C:10]2[CH:15]=[CH:14][C:13]([NH:16][C:17](=[O:27])[CH2:18][C:19](=[O:26])[C:20]3[CH:25]=[CH:24][CH:23]=[CH:22][CH:21]=3)=[C:12]([N+:28]([O-])=O)[CH:11]=2)[CH:7]([CH3:9])[CH3:8])[CH:5]=[CH:4][N:3]=[CH:2]1.C(=O)([O-])[O-].[K+].[K+].Cl>O>[C:19]([C:18]1[C:17](=[O:27])[NH:16][C:13]2[C:12]([N:28]=1)=[CH:11][C:10]([CH:6]([N:1]1[CH:5]=[CH:4][N:3]=[CH:2]1)[CH:7]([CH3:9])[CH3:8])=[CH:15][CH:14]=2)(=[O:26])[C:20]1[CH:25]=[CH:24][CH:23]=[CH:22][CH:21]=1 |f:1.2.3|. Procedure details: A mixture of 7 parts of N-[4-[1-(1H-imidazol-1-yl)-2-methylpropyl]-2-nitrophenyl]-β-oxobenzenepropanamide, 7.03 parts of potassium carbonate and 70 parts of water was stirred for 1.5 hours at reflux temperature. After cooling, the whole was treated with a hydrochloric acid solution 3N to pH 7. The product was extracted with dichloromethane (3×104 parts). The combined extracts were dried, filtered and evaporated. The residue was taken up in ethanol. The product was filtered off and dried, yieldin... Starting materials: ice water, C(C)(C)(C)OC(=O)N1C(CCC1)COC1=CC=C(C=C1)O ((4-hydroxy-phenoxymethyl)-pyrrolidine-1-carboxylic acid tert-butyl ester), C(=O)([O-])[O-].[Cs+].[Cs+] (Cs2CO3), ClC=1OC2=C(N1)C=CC=C2 (2-chloro-benzooxazole). Solvent: CC(=O)C (acetone). Run at time 72 hour. Product: C(C)(C)(C)OC(=O)N1[C@H](CCC1)COC1=CC=C(C=C1)OC=1OC2=C(N1)C=CC=C2 ((R)-2-[4-(Benzooxazol-2-yloxy)-phenoxymethyl]-pyrrolidine-1-carboxylic acid tert-butyl ester). Isolated yield 73.1%. As a reaction SMILES: [C:1]([O:5][C:6]([N:8]1[CH2:12][CH2:11][CH2:10][CH:9]1[CH2:13][O:14][C:15]1[CH:20]=[CH:19][C:18]([OH:21])=[CH:17][CH:16]=1)=[O:7])([CH3:4])([CH3:3])[CH3:2].C([O-])([O-])=O.[Cs+].[Cs+].Cl[C:29]1[O:30][C:31]2[CH:37]=[CH:36][CH:35]=[CH:34][C:32]=2[N:33]=1>CC(C)=O>[C:1]([O:5][C:6]([N:8]1[CH2:12][CH2:11][CH2:10][C@@H:9]1[CH2:13][O:14][C:15]1[CH:20]=[CH:19][C:18]([O:21][C:29]2[O:30][C:31]3[CH:37]=[CH:36][CH:35]=[CH:34][C:32]=3[N:33]=2)=[CH:17][CH:16]=1)=[O:7])([CH3:4])([CH3:2])[CH3:3] |f:1.2.3|. Procedure details: To a 25 mL vial which contained a suspension of -(4-hydroxy-phenoxymethyl)-pyrrolidine-1-carboxylic acid tert-butyl ester (293 mg, 1 mmol) and dry Cs2CO3 (400 mg, 1.2 mmol) in anhydrous acetone (15 mL) was added 2-chloro-benzooxazole (154 mg, 1 mmol) at rt. The reaction mixture which resulted was allowed to stir at rt for 72 h. The mixture was poured onto 100 mL ice-water solution and this solution was allowed to stir at 0° C. for 1 h. The solid formed was filtered out, dried through air to prov... The reactants are [OH-].[K+] (potassium hydroxide), C(CCC)C1=NN2C(C(=CC=C2)C(=O)OC)=C1CC1=CC=C(C=C1)C1=C(C=CC=C1)C1=NN=NN1 (methyl 2-butyl3-[(2'-(1H-tetrazol-5-yl) (1,1'-biphenyl)4-yl)methyl]pyrazolo(1,5-a)pyridin4-carboxylate). Run in C(C)(C)(C)O (terbutyl alcohol). The product is C(CCC)C1=NN2C(C(=CC=C2)C(=O)O)=C1CC1=CC=C(C=C1)C1=C(C=CC=C1)C1=NN=NN1 (2-butyl3-[(2'-(1H-tetrazol-5-yl)(1,1'-biphenyl)4-yl) methyl]pyrazolo(1,5-a)pyridin4-carboxylic acid). As a reaction SMILES: [CH2:1]([C:5]1[C:17]([CH2:18][C:19]2[CH:24]=[CH:23][C:22]([C:25]3[CH:30]=[CH:29][CH:28]=[CH:27][C:26]=3[C:31]3[NH:35][N:34]=[N:33][N:32]=3)=[CH:21][CH:20]=2)=[C:8]2[C:9]([C:13]([O:15]C)=[O:14])=[CH:10][CH:11]=[CH:12][N:7]2[N:6]=1)[CH2:2][CH2:3][CH3:4].[OH-].[K+]>C(O)(C)(C)C>[CH2:1]([C:5]1[C:17]([CH2:18][C:19]2[CH:24]=[CH:23][C:22]([C:25]3[CH:30]=[CH:29][CH:28]=[CH:27][C:26]=3[C:31]3[NH:32][N:33]=[N:34][N:35]=3)=[CH:21][CH:20]=2)=[C:8]2[C:9]([C:13]([OH:15])=[O:14])=[CH:10][CH:11]=[CH:12][N:7]2[N:6]=1)[CH2:2][CH2:3][CH3:4] |f:1.2|. Procedure details: Using the procedure of Example 15, 1.02 g of the product of Example 20, 50 ml. of terbutyl alcohol and 25 ml of potassium hydroxide were reacted to obtain after recrystallization from acetonitrile, 686 mg of the expected product melting at 214° C. The reactants are [N+](=O)([O-])C=1C=C(C=CC1NCC=C)N (3-Nitro-4-allylamino-aminobenzene), ClC1=C(C=C(C(=O)O)C=C1)[N+](=O)[O-] (4-chloro-3-nitrobenzoic acid). Yields the product [N+](=O)([O-])C=1C=C(C(=O)O)C=CC1NCC=C (3-Nitro-4-allylaminobenzoic acid). Reaction SMILES: [N+:1]([C:4]1[CH:5]=[C:6](N)[CH:7]=[CH:8][C:9]=1[NH:10][CH2:11][CH:12]=[CH2:13])([O-:3])=[O:2].ClC1C=CC([C:20]([OH:22])=[O:21])=CC=1[N+]([O-])=O>>[N+:1]([C:4]1[CH:5]=[C:6]([CH:7]=[CH:8][C:9]=1[NH:10][CH2:11][CH:12]=[CH2:13])[C:20]([OH:22])=[O:21])([O-:3])=[O:2]. Reported procedure: Synthesis and working up as for compound 1, but with 4-chloro-3-nitrobenzoic acid instead of 4-fluoro-3-nitroaminobenzene. Yellow crystals, melting point 195°-200° C. Reactants: OC1=CC=C(CN2N=C(C(=C2)CCC(=O)OCC)C2=CC=CC=C2)C=C1 (ethyl 3-[1-(4-hydroxybenzyl)-3-phenyl-1H-pyrazol-4-yl]propionate), ClCC=1C=NC=C(C1)C1=CC=CC=C1 (3-chloromethyl-5-phenylpyridine), C([O-])([O-])=O.[K+].[K+] (potassium carbonate), CN(C=O)C (N,N-dimethylformamide). Run in O (water). Run at temperature 80 celsius, time 5 hour. The product is C1(=CC=CC=C1)C1=NN(C=C1CCC(=O)OCC)CC1=CC=C(C=C1)OCC=1C=NC=C(C1)C1=CC=CC=C1 (ethyl 3-[3-phenyl-1-[4-(5-phenyl-3-pyridylmethoxy)benzyl]-1H-pyrazol-4-yl]propionate). Yield: 81.4%. RXN SMILES: [OH:1][C:2]1[CH:26]=[CH:25][C:5]([CH2:6][N:7]2[CH:11]=[C:10]([CH2:12][CH2:13][C:14]([O:16][CH2:17][CH3:18])=[O:15])[C:9]([C:19]3[CH:24]=[CH:23][CH:22]=[CH:21][CH:20]=3)=[N:8]2)=[CH:4][CH:3]=1.Cl[CH2:28][C:29]1[CH:30]=[N:31][CH:32]=[C:33]([C:35]2[CH:40]=[CH:39][CH:38]=[CH:37][CH:36]=2)[CH:34]=1.C(=O)([O-])[O-].[K+].[K+].CN(C)C=O>O>[C:19]1([C:9]2[C:10]([CH2:12][CH2:13][C:14]([O:16][CH2:17][CH3:18])=[O:15])=[CH:11][N:7]([CH2:6][C:5]3[CH:4]=[CH:3][C:2]([O:1][CH2:28][C:29]4[CH:30]=[N:31][CH:32]=[C:33]([C:35]5[CH:36]=[CH:37][CH:38]=[CH:39][CH:40]=5)[CH:34]=4)=[CH:26][CH:25]=3)[N:8]=2)[CH:24]=[CH:23][CH:22]=[CH:21][CH:20]=1 |f:2.3.4|. Reported procedure: A mixture of ethyl 3-[1-(4-hydroxybenzyl)-3-phenyl-1H-pyrazol-4-yl]propionate (840 mg), 3-chloromethyl-5-phenylpyridine (550 mg), potassium carbonate (500 mg) and N,N-dimethylformamide (10 ml) was stirred at 80° C. for 5 hours. The reaction mixture was poured into water, and extracted with ethyl acetate. The ethyl acetate layer was washed with saturated aqueous sodium chloride solution, dried (MgSO4) and concentrated. The residue was subjected to silica gel column chromatography to obtain ethyl ... The reactants are O=C=Nc1ccc2c(c1)OCO2, OCCCCCCN1CCC(c2noc3cc(F)ccc23)CC1. Yields the product O=C(Nc1ccc2c(c1)OCO2)OCCCCCCN1CCC(c2noc3cc(F)ccc23)CC1. RXN SMILES: [CH2:24]1[O:25][c:26]2[cH:27][c:28]([N:33]=[C:34]=[O:35])[cH:29][cH:30][c:31]2[O:32]1.[OH:1][CH2:2][CH2:3][CH2:4][CH2:5][CH2:6][CH2:7][N:8]1[CH2:9][CH2:10][CH:11]([c:14]2[n:15][o:16][c:17]3[c:18]2[cH:19][cH:20][c:21]([F:23])[cH:22]3)[CH2:12][CH2:13]1>>[O:1]([CH2:2][CH2:3][CH2:4][CH2:5][CH2:6][CH2:7][N:8]1[CH2:9][CH2:10][CH:11]([c:14]2[n:15][o:16][c:17]3[c:18]2[cH:19][cH:20][c:21]([F:23])[cH:22]3)[CH2:12][CH2:13]1)[C:34]([NH:33][c:28]1[cH:27][c:26]2[c:31]([cH:30][cH:29]1)[O:32][CH2:24][O:25]2)=[O:35]. The reactants are CC(=O)Cl, COC(=O)C1=C(C)N(O)C(C)=C(C(=O)OC)C1c1cccc([N+](=O)[O-])c1, C1CCOC1, O, c1ccncc1. Yields the product COC(=O)C1=C(C)N(OC(C)=O)C(C)=C(C(=O)OC)C1c1cccc([N+](=O)[O-])c1. As a reaction SMILES: [CH3:33][C:34]([Cl:35])=[O:36].[CH3:7][O:8][C:9](=[O:10])[C:11]1=[C:12]([CH3:32])[N:13]([OH:31])[C:14]([CH3:30])=[C:15]([C:26](=[O:27])[O:28][CH3:29])[CH:16]1[c:17]1[cH:18][c:19]([N+:23](=[O:24])[O-:25])[cH:20][cH:21][cH:22]1.[O:38]1[CH2:39][CH2:40][CH2:41][CH2:42]1.[OH2:37].[cH:1]1[cH:2][cH:3][n:4][cH:5][cH:6]1>>[CH3:7][O:8][C:9](=[O:10])[C:11]1=[C:12]([CH3:32])[N:13]([O:31][C:34]([CH3:33])=[O:36])[C:14]([CH3:30])=[C:15]([C:26](=[O:27])[O:28][CH3:29])[CH:16]1[c:17]1[cH:18][c:19]([N+:23](=[O:24])[O-:25])[cH:20][cH:21][cH:22]1. Reactants: OC=1C=C(C=O)C=C(C1)CCCOC (3-hydroxy-5-(3-methoxypropyl)benzaldehyde), S(=O)(=O)(Cl)Cl (sulfuryl chloride). Run in ClCCl (dichloromethane). Conditions: time 18 hour. Product: ClC1=C(C=O)C=C(C=C1O)CCCOC (2-Chloro-3-hydroxy-5-(3-methoxypropyl)benzaldehyde). As a reaction SMILES: [OH:1][C:2]1[CH:3]=[C:4]([CH:7]=[C:8]([CH2:10][CH2:11][CH2:12][O:13][CH3:14])[CH:9]=1)[CH:5]=[O:6].S(Cl)([Cl:18])(=O)=O>ClCCl>[Cl:18][C:3]1[C:2]([OH:1])=[CH:9][C:8]([CH2:10][CH2:11][CH2:12][O:13][CH3:14])=[CH:7][C:4]=1[CH:5]=[O:6]. Procedure: To a solution of 3-hydroxy-5-(3-methoxypropyl)benzaldehyde from the previous step (I eq.) in dichloromethane (0.2 M) was added sulfuryl chloride (1 eq.). The resulting reaction mixture was then stirred at RT for 18 h. The volatiles were removed in vacuo and purification of the crude product thus obtained by way of column chromatography (SiO2, Hex→3:2 (v/v) Hex:EtOAc) afforded the title compound as a yellow oil.